From a dataset of the Open Reaction Database (ORD), a public repository of structured organic reaction records. describe an organic reaction: reactants, conditions, products, and yield Starting materials: ClC1=C(C=CC(=C1)Cl)N1CCCN2C1=NC1=C2C(=CC=C1)C(CC)O (1-[1-(2,4-dichlorophenyl)-1,2,3,4-tetrahydropyrimido[1,2-a]benzimidazol-6-yl]propan-1-ol), [H-].[Na+] (sodium hydride), CI (methyl iodide). Run in O (water), CN(C=O)C (N,N-dimethylformamide). Run at time 5 minute. Product: ClC1=C(C=CC(=C1)Cl)N1CCCN2C1=NC1=C2C(=CC=C1)C(CC)OC (1-(2,4-Dichlorophenyl)-6-(1-methoxypropyl)-1,2,3,4-tetrahydropyrimido[1,2-a]benzimidazole). Isolated yield 21.1%. As a reaction SMILES: [Cl:1][C:2]1[CH:7]=[C:6]([Cl:8])[CH:5]=[CH:4][C:3]=1[N:9]1[C:14]2=[N:15][C:16]3[CH:21]=[CH:20][CH:19]=[C:18]([CH:22]([OH:25])[CH2:23][CH3:24])[C:17]=3[N:13]2[CH2:12][CH2:11][CH2:10]1.[H-].[Na+].[CH3:28]I>CN(C)C=O.O>[Cl:1][C:2]1[CH:7]=[C:6]([Cl:8])[CH:5]=[CH:4][C:3]=1[N:9]1[C:14]2=[N:15][C:16]3[CH:21]=[CH:20][CH:19]=[C:18]([CH:22]([O:25][CH3:28])[CH2:23][CH3:24])[C:17]=3[N:13]2[CH2:12][CH2:11][CH2:10]1 |f:1.2|. Procedure details: To a solution of 1-[1-(2,4-dichlorophenyl)-1,2,3,4-tetrahydropyrimido[1,2-a]benzimidazol-6-yl]propan-1-ol (350 mg, 0.930 mmol) in N,N-dimethylformamide (3.0 mL) was added sodium hydride (60% in oil, 44.8 mg, 1.12 mmol), and the mixture was stirred at room temperature for 5 min. To the mixture was added methyl iodide (657 mg, 4.65 mmol), and the mixture was stirred at room temperature for 1 hr. The mixture was diluted with water, and extracted with ethyl acetate. The combined organic layer was wa... Starting materials: O, O=[N+]([O-])O, O=C(O)c1ccccc1Cl, O=S(=O)(O)O. Product: O=C(O)c1cc([N+](=O)[O-])ccc1Cl. Reaction SMILES: [OH2:20].[OH:11][N+:12]([O-:13])=[O:14].[OH:1][C:2](=[O:3])[c:4]1[cH:5][cH:6][cH:7][cH:8][c:9]1[Cl:10].[S:15](=[O:16])(=[O:17])([OH:18])[OH:19]>>[OH:1][C:2](=[O:3])[c:4]1[cH:5][c:6]([N+:12](=[O:11])[O-:13])[cH:7][cH:8][c:9]1[Cl:10]. Reactants: C(C)(CC)[Li] (sec-butyl lithium), C(C)(C)(C)OC(=O)NC1=C(C(=CC=C1)OC)C (N-tert-butoxycarbonyl-3-methoxy-2-methylaniline), C1CCOC1 (THF). Solvent: C1CCCCC1 (cyclohexane). Conditions: temperature -60 celsius, time 1 hour. Product: C(C)(C)(C)OC(=O)NC1=C(C(=CC=C1)OC)CC(CCC)=O (1-[2-(tert-butoxycarbonylamino)-6-methoxyphenyl]-2-pentanone). Reaction SMILES: C([Li])(CC)C.[C:6]([O:10][C:11]([NH:13][C:14]1[CH:19]=[CH:18][CH:17]=[C:16]([O:20][CH3:21])[C:15]=1[CH3:22])=[O:12])([CH3:9])([CH3:8])[CH3:7].[CH2:23]1[CH2:27][O:26][CH2:25][CH2:24]1>C1CCCCC1>[C:6]([O:10][C:11]([NH:13][C:14]1[CH:19]=[CH:18][CH:17]=[C:16]([O:20][CH3:21])[C:15]=1[CH2:22][C:25](=[O:26])[CH2:24][CH2:23][CH3:27])=[O:12])([CH3:9])([CH3:8])[CH3:7]. Procedure details: A solution of 50 mL (65 mmol) of 1.3M sec-butyl lithium in cyclohexane was added slowly to N-tert-butoxycarbonyl-3-methoxy-2-methylaniline (7.7 g, 32.5 mmol) in 100 mL of THF keeping the temperature below −40° C. with a dry ice-ethanol bath. The bath was removed and the temperature allowed to rise to −10° C. and then the bath replaced. After the temperature had cooled to −60° C., 4.3 g (32.5 mnmol) of N-methoxy-N-methylbutanamide in an equal volume of THF was added dropwise. The reaction mixture... Reactants: O=C(Cl)c1cc(Br)cnc1Cl, CCOCC, Nc1cccc(Cl)c1Cl. The product is O=C(Nc1cccc(Cl)c1Cl)c1cc(Br)cnc1Cl. RXN SMILES: [Br:10][c:11]1[cH:12][c:13]([C:18](=[O:19])[Cl:20])[c:14]([Cl:17])[n:15][cH:16]1.[CH3:21][CH2:22][O:23][CH2:24][CH3:25].[Cl:1][c:2]1[c:3]([NH2:4])[cH:5][cH:6][cH:7][c:8]1[Cl:9]>>[Cl:1][c:2]1[c:3]([NH:4][C:18]([c:13]2[cH:12][c:11]([Br:10])[cH:16][n:15][c:14]2[Cl:17])=[O:19])[cH:5][cH:6][cH:7][c:8]1[Cl:9]. The reactants are OC(CCC(=O)N1CCCCC1)C1=CC=CC=C1 (4-hydroxy-4-phenyl-1-piperidin-1-yl-butan-1-one), [Cr](=O)(=O)([O-])Cl.[NH+]1=CC=CC=C1 (pyridinium chlorochromate). Run in C(Cl)Cl (methylene chloride). Run at time 2.25 hour. The product is O=C(CCC(=O)N1CCCCC1)C1=CC=CC=C1 (4-oxo-4-phenyl-1-piperidin-1-yl-butan-1-one). The yield is 92.1%. Reaction SMILES: [OH:1][CH:2]([C:13]1[CH:18]=[CH:17][CH:16]=[CH:15][CH:14]=1)[CH2:3][CH2:4][C:5]([N:7]1[CH2:12][CH2:11][CH2:10][CH2:9][CH2:8]1)=[O:6].[Cr](Cl)([O-])(=O)=O.[NH+]1C=CC=CC=1>C(Cl)Cl>[O:1]=[C:2]([C:13]1[CH:18]=[CH:17][CH:16]=[CH:15][CH:14]=1)[CH2:3][CH2:4][C:5]([N:7]1[CH2:12][CH2:11][CH2:10][CH2:9][CH2:8]1)=[O:6] |f:1.2|. Reported procedure: A mixture of 4-hydroxy-4-phenyl-1-piperidin-1-yl-butan-1-one (4.00 g, 16.2 mmol), prepared in the previous step, and pyridinium chlorochromate (5.23 g, 24.3 mmol) in 150 ml of methylene chloride was stirred at room temperature for 2.25 hours. The reaction was poured onto 400 g of silica gel (230-400 mesh) and the material eluted with methylene chloride-ethyl acetate. Isolation of the major component gave 4-oxo-4-phenyl-1-piperidin-1-yl-butan-1-one (3.66 g, 92%) as a green solid. Recrystallizatio...